The task is: describe an organic reaction: reactants, conditions, products, and yield. This data is from the Open Reaction Database (ORD), a public repository of structured organic reaction records. Reactants: [BH4-].[Na+] (NaBH4), N1(C=NC=C1)C1=NC=C(C(=O)OC)C=C1 (6-1H-imidazol-1-yl-nicotinic acid, methyl ester). The solvent is O (water), O (Water), CO (methanol). Conditions: time 15 hour. Yields the product N1(C=NC=C1)C1=NC=C(C=C1)CO (2-1H-imidazol-1-yl-5-hydroxymethylpyridine). Reaction SMILES: [BH4-].[Na+].[N:3]1([C:8]2[CH:17]=[CH:16][C:11]([C:12](OC)=[O:13])=[CH:10][N:9]=2)[CH:7]=[CH:6][N:5]=[CH:4]1>CO.O>[N:3]1([C:8]2[CH:17]=[CH:16][C:11]([CH2:12][OH:13])=[CH:10][N:9]=2)[CH:7]=[CH:6][N:5]=[CH:4]1 |f:0.1|. Procedure: NaBH4 (37.82 g) is added portionwise to a suspension of the imidazolyl ester of Step 2. above (9.98 g) in methanol at about 0.° C. The reaction mixture is heated to reflux for 71/2 hours, allowed to cool and stand 15 hours. Water (75 ml) is added, and the quenched reaction mixture evaporated, affording a solid residue which is suspended in water, extracted with chloroform dried over Na2SO4, filtered and evaporated, recrystallized (CHCl3), affording the desired product as a white solid. M.P.=128.... Starting materials: O=C1CCC(=O)N1Br, ClC(Cl)(Cl)Cl, CCOC(=O)COc1cc2c(c(Cl)c1Cl)C(=O)C(CC)C2. Yields the product CCOC(=O)COc1cc2c(c(Cl)c1Cl)C(=O)C(CC)C2Br. RXN SMILES: [Br:22][N:23]1[C:24](=[O:25])[CH2:26][CH2:27][C:28]1=[O:29].[C:30]([Cl:31])([Cl:32])([Cl:33])[Cl:34].[O:1]=[C:2]1[CH:3]([CH2:20][CH3:21])[CH2:4][c:5]2[cH:6][c:7]([O:13][CH2:14][C:15](=[O:16])[O:17][CH2:18][CH3:19])[c:8]([Cl:12])[c:9]([Cl:11])[c:10]21>>[O:1]=[C:2]1[CH:3]([CH2:20][CH3:21])[CH:4]([Br:22])[c:5]2[cH:6][c:7]([O:13][CH2:14][C:15](=[O:16])[O:17][CH2:18][CH3:19])[c:8]([Cl:12])[c:9]([Cl:11])[c:10]21. Starting materials: C(CC)C1=NC2=CC=CC=C2C(=C1)OCC1=CC=C(C=C1)C=1C(=CC=CC1)C(=O)O (4'-[(2-Propylquinolin-4-yloxy)methyl]biphenyl-2-carboxylic acid), C(CC)C1=NC2=CC=CC=C2C(=C1)OCC1=CC=C(C=C1)C=1C(=CC=CC1)C(=O)OC (methyl 4'-[(2-propylquinolin-4-yloxy)methyl]biphenyl-2-carboxylate). Run in CS(=O)C (DMSO). Product: C(CC)C1=NC2=CC=CC=C2C(C1)=O (2-propyl-4-quinolone). Reaction SMILES: [CH2:1]([C:4]1[CH:13]=[C:12]([O:14]CC2C=CC(C3C(C(O)=O)=CC=CC=3)=CC=2)[C:11]2[C:6](=[CH:7][CH:8]=[CH:9][CH:10]=2)[N:5]=1)[CH2:2][CH3:3].C(C1C=C(OCC2C=CC(C3C(C(OC)=O)=CC=CC=3)=CC=2)C2C(=CC=CC=2)N=1)CC>CS(C)=O>[CH2:1]([C:4]1[CH2:13][C:12](=[O:14])[C:11]2[C:6](=[CH:7][CH:8]=[CH:9][CH:10]=2)[N:5]=1)[CH2:2][CH3:3]. Procedure: (Example 3): 4'-[(2-Propylquinolin-4-yloxy)methyl]biphenyl-2-carboxylic acid*, m.p. 198°-200° C.; NMR (d6 -DMSO): 0.97(t,3H), 1.8(m,2H), 2.85(t,2H), 5.43(s,2H), 7.08(s,1H), 7.35-7.65(complex m,8H), 7.73(dt,2H),7.87(d,1H), 8.15(dd,1H), 12.7(br s,1H); mass spectrum (-ve FAB, DMSO/GLY): 396 (M-H)-, 186; microanalysis, found: C,77.5; H,6.0; N,3.5%; C26H23NO3.0.33C2H5OH requires: C,77.8; H,6.1; N,3,4%; starting from methyl 4'-[(2-propylquinolin-4-yloxy)methyl]biphenyl-2-carboxylate, obtained as a vis... The reactants are C(C1=CC=CC=C1)(=O)NC1=CC=C(C=C1)C=1C=C2CN(C(C2=CC1)=O)[C@H](C(=O)O)C(C)C ((S)-2-(5-(4-Benzamidophenyl)-1-oxoisoindolin-2-yl)-3-methylbutanoic acid), CC([C@@H](C(=O)OC)N1C(C2=CC=C(C=C2C1)C1=CC=C(C=C1)NC(C1=CC=C(C=C1)C(F)(F)F)=O)=O)C ((S)-Methyl 3-methyl-2-(1-oxo-5-(4-(4-(trifluoromethyl)benzamido)phenyl)isoindolin-2-yl)butanoate). Yields the product CC([C@@H](C(=O)O)N1C(C2=CC=C(C=C2C1)C1=CC=C(C=C1)NC(C1=CC=C(C=C1)C(F)(F)F)=O)=O)C ((S)-3-Methyl-2-(1-oxo-5-(4-(4-(trifluoromethyl)benzamido)phenyl)isoindolin-2-yl)butanoic acid). The yield is 95.0%. As a reaction SMILES: C(NC1C=CC(C2C=C3C(=CC=2)C(=O)N([C@@H](C(C)C)C(O)=O)C3)=CC=1)(=O)C1C=CC=CC=1.[CH3:33][CH:34]([CH3:69])[C@H:35]([N:40]1[CH2:48][C:47]2[C:42](=[CH:43][CH:44]=[C:45]([C:49]3[CH:54]=[CH:53][C:52]([NH:55][C:56](=[O:67])[C:57]4[CH:62]=[CH:61][C:60]([C:63]([F:66])([F:65])[F:64])=[CH:59][CH:58]=4)=[CH:51][CH:50]=3)[CH:46]=2)[C:41]1=[O:68])[C:36]([O:38]C)=[O:37]>>[CH3:33][CH:34]([CH3:69])[C@H:35]([N:40]1[CH2:48][C:47]2[C:42](=[CH:43][CH:44]=[C:45]([C:49]3[CH:50]=[CH:51][C:52]([NH:55][C:56](=[O:67])[C:57]4[CH:62]=[CH:61][C:60]([C:63]([F:66])([F:64])[F:65])=[CH:59][CH:58]=4)=[CH:53][CH:54]=3)[CH:46]=2)[C:41]1=[O:68])[C:36]([OH:38])=[O:37]. Procedure details: The compound of example 309 was prepared analogous to compound of example 305 by hydrolysis of compound of example 308. The reactants are [H][H] (hydrogen), ClC1=C(C=NC2=NC(=C(C=C12)OCC)C)C(=O)OCC (ethyl 4-chloro-6-ethoxy-7-methyl-1,8-naphthyridine-3-carboxylate), Cl.NC1=CC=C(OCC(=O)O)C=C1 (4-aminophenoxy-acetic acid hydrochloride), Cl (hydrochloric acid), [N+](=O)([O-])C1=CC=C(OCC(=O)O)C=C1 (4-nitrophenoxyacetic acid). Reagents/catalysts: [Pd] (palladium charcoal). Product: Cl.C(C)OC=1C=C2C(=C(C=NC2=NC1C)C(=O)OCC)NC1=CC=C(OCC(=O)OCC)C=C1 (ethyl 4-(6-ethoxy-3-ethoxycarbonyl-7-methyl-1,8-naphthyridin-4-ylamino)phenoxyacetate hydrochloride). As a reaction SMILES: [Cl:1][C:2]1[C:11]2[C:6](=[N:7][C:8]([CH3:15])=[C:9]([O:12][CH2:13][CH3:14])[CH:10]=2)[N:5]=[CH:4][C:3]=1[C:16]([O:18][CH2:19][CH3:20])=[O:17].Cl.[NH2:22][C:23]1[CH:33]=[CH:32][C:26]([O:27][CH2:28][C:29]([OH:31])=[O:30])=[CH:25][CH:24]=1.[N+]([C:37]1C=CC(OCC(O)=O)=C[CH:38]=1)([O-])=O.[H][H].Cl>[Pd]>[ClH:1].[CH2:13]([O:12][C:9]1[CH:10]=[C:11]2[C:6](=[N:7][C:8]=1[CH3:15])[N:5]=[CH:4][C:3]([C:16]([O:18][CH2:19][CH3:20])=[O:17])=[C:2]2[NH:22][C:23]1[CH:24]=[CH:25][C:26]([O:27][CH2:28][C:29]([O:31][CH2:37][CH3:38])=[O:30])=[CH:32][CH:33]=1)[CH3:14] |f:1.2,7.8|. Reported procedure: A mixture of ethyl 4-chloro-6-ethoxy-7-methyl-1,8-naphthyridine-3-carboxylate (3.1 g), 4-aminophenoxy-acetic acid hydrochloride (2.17 g) (prepared by reduction of 4-nitrophenoxyacetic acid using hydrogen and 10% palladium charcoal in a similar manner to Example C1 followed by treatment with 5M hydrochloric acid and then evaporation) and absolute ethanol (30 ml) was boiled under reflux for 4 hours. The mixture was cooled to ambient temperature and filtered to give ethyl 4-(6-ethoxy-3-ethoxycarbon... Reactants: C[Si](C)(C)C#N, CO, O=CCC1=Cc2ccccc2CC1, ClCCl, [I-], [I-], N, [Zn+2]. The product is N#CC(N)CC1=Cc2ccccc2CC1. As a reaction SMILES: [CH3:14][Si:15]([CH3:16])([CH3:17])[C:18]#[N:19].[CH3:24][OH:25].[CH:1]1=[C:2]([CH2:11][CH:12]=[O:13])[CH2:3][CH2:4][c:5]2[cH:6][cH:7][cH:8][cH:9][c:10]21.[Cl:21][CH2:22][Cl:23].[I-:26].[I-:28].[NH3:20].[Zn+2:27]>>[CH:1]1=[C:2]([CH2:11][CH:12]([C:18]#[N:19])[NH2:20])[CH2:3][CH2:4][c:5]2[cH:6][cH:7][cH:8][cH:9][c:10]21. The reactants are [Br-], CCCC(C)=O, CCCCCC(=O)C=CCl, [Li+]. The product is CCCCCC(=O)C=CBr. As a reaction SMILES: [Br-:12].[CH3:13][C:14](=[O:15])[CH2:16][CH2:17][CH3:18].[Cl:1][CH:2]=[CH:3][C:4]([CH2:5][CH2:6][CH2:7][CH2:8][CH3:9])=[O:10].[Li+:11]>>[CH:2](=[CH:3][C:4]([CH2:5][CH2:6][CH2:7][CH2:8][CH3:9])=[O:10])[Br:12].